Dataset: the Open Reaction Database (ORD), a public repository of structured organic reaction records. Task: describe an organic reaction: reactants, conditions, products, and yield The reactants are [H-].[Na+] (sodium hydride), (2-oxoheptyl)-phosphoric acid dimethyl ester, COC(CCCCCCCC1OC(CC1)C=O)=O (8-(5-Formyl-tetrahydro-2-furyl)-octanoic acid methyl ester), oil. Run in C(OC)COC (dimethoxyethane), COCCOC (1,2-dimethoxyethane), COCCOC (1,2-dimethoxyethane). Conditions: time 1 hour. The product is COC(CCCCCCCC1OC(CC1)C=CC(CCCCC)=O)=O (8-[5-(3-Oxo-1-octenyl)-tetrahydro-2-furyl]-octanoic acid methyl ester). Isolated yield 144.4%. RXN SMILES: [H-].[Na+].[CH3:3][O:4][C:5](=[O:20])[CH2:6][CH2:7][CH2:8][CH2:9][CH2:10][CH2:11][CH2:12][CH:13]1[CH2:17][CH2:16][CH:15]([CH:18]=O)[O:14]1>COCCOC>[CH3:3][O:4][C:5](=[O:20])[CH2:6][CH2:7][CH2:8][CH2:9][CH2:10][CH2:11][CH2:12][CH:13]1[CH2:17][CH2:16][CH:15]([CH:18]=[CH:17][C:13](=[O:14])[CH2:12][CH2:11][CH2:10][CH2:9][CH3:8])[O:14]1 |f:0.1|. Procedure: 50% sodium hydride in mineral oil (1.11 g, 0.0230 mole) was suspended in 1,2-dimethoxyethane (115 ml). At 15° C and under vigorous stirring (2-oxoheptyl)-phosphoric acid dimethyl ester (5.11 g, 0.0230 mole) in dimethoxyethane (23 ml) was added dropwise over a period of 15 minutes. The reaction mixture containing a white voluminous precipitate was stirred for 1 hour at room temperature. A solution of crude II (7.20 g), prepared from I (7.55 g, 0.0250 mole), in 1,2-dimethoxyethane (46 ml) was adde... Reactants: CC(C)O, COC(=O)N1CCC(n2c(=O)[nH]c3cc(Cl)ccc32)C(C)C1, [K+], [OH-], O. Yields the product CC1CNCCC1n1c(=O)[nH]c2cc(Cl)ccc21. As a reaction SMILES: [CH3:25][CH:26]([OH:27])[CH3:28].[Cl:1][c:2]1[cH:3][c:4]2[c:5]([n:6]([CH:10]3[CH:11]([CH3:20])[CH2:12][N:13]([C:16]([O:17][CH3:18])=[O:19])[CH2:14][CH2:15]3)[c:7](=[O:9])[nH:8]2)[cH:21][cH:22]1.[K+:24].[OH-:23].[OH2:29]>>[Cl:1][c:2]1[cH:3][c:4]2[c:5]([n:6]([CH:10]3[CH:11]([CH3:20])[CH2:12][NH:13][CH2:14][CH2:15]3)[c:7](=[O:9])[nH:8]2)[cH:21][cH:22]1. Product: 49, C1(=CC=CC=C1)NC(=O)N1CC(NC(CC1=O)(C)C)(C)C (4-phenylcarbamoyl-2,2,7,7-tetramethyl-1,4-diazacycloheptan-5-one). RXN SMILES: [CH3:1][C:2]1([CH3:12])[CH2:8][NH:7][C:6](=[O:9])[CH2:5][C:4]([CH3:11])([CH3:10])[NH:3]1.[C:13]1([N:19]=[C:20]=[O:21])[CH:18]=[CH:17][CH:16]=[CH:15][CH:14]=1>>[C:13]1([NH:19][C:20]([N:7]2[C:6](=[O:9])[CH2:5][C:4]([CH3:11])([CH3:10])[NH:3][C:2]([CH3:12])([CH3:1])[CH2:8]2)=[O:21])[CH:18]=[CH:17][CH:16]=[CH:15][CH:14]=1. Reactants: CC1(NC(CC(NC1)=O)(C)C)C (2,2,7,7-tetramethyl-1,4-diazacycloheptan-5-one), C1(=CC=CC=C1)N=C=O (phenylisocyanate). Reported procedure: Using the same conditions as Example 1, 34 parts of 2,2,7,7-tetramethyl-1,4-diazacycloheptan-5-one and 26 parts of phenylisocyanate afforded 49 parts of 4-phenylcarbamoyl-2,2,7,7-tetramethyl-1,4-diazacycloheptan-5-one as an almost colourless solid. Crystallisation from petrol ether (40°-60°) yielded crystalline material of melting point 68.5° - 70°C which gave the following elemental analysis by weight: Reactants: Congo Red, ClC(=O)C(CCCCCCC(=O)OCC)CCCC(CCCCC)OC(C)=O (Ethyl 8-Chlorocarbonyl-12-acetoxyheptadecanoate), [BH4-].[Na+] (sodium borohydride), Cl (hydrochloric acid), OCC(CCCCCCC(=O)[O-])CCCC(CCCCC)OC(C)=O (8-hydroxymethyl-12-acetoxyheptadecanoate). Run in O (Water), COCCOCCOC (diglyme). Run at time 2 hour. The product is OCC(CCCCCCC(=O)OCC)CCCC(CCCCC)OC(C)=O (Ethyl 8-Hydroxymethyl-12-acetoxyheptadecanoate). As a reaction SMILES: Cl[C:2]([CH:4]([CH2:16][CH2:17][CH2:18][CH:19]([O:25][C:26](=[O:28])[CH3:27])[CH2:20][CH2:21][CH2:22][CH2:23][CH3:24])[CH2:5][CH2:6][CH2:7][CH2:8][CH2:9][CH2:10][C:11]([O:13][CH2:14][CH3:15])=[O:12])=[O:3].[BH4-].[Na+].Cl.OCC(CCCC(OC(=O)C)CCCCC)CCCCCCC([O-])=O>COCCOCCOC.O>[OH:3][CH2:2][CH:4]([CH2:16][CH2:17][CH2:18][CH:19]([O:25][C:26](=[O:28])[CH3:27])[CH2:20][CH2:21][CH2:22][CH2:23][CH3:24])[CH2:5][CH2:6][CH2:7][CH2:8][CH2:9][CH2:10][C:11]([O:13][CH2:14][CH3:15])=[O:12] |f:1.2|. Procedure details: Ethyl 8-chlorocarbonyl-12-acetoxyheptadecanoate (Example 7, Step D) (14.0 g., 0.0335 mole) is added all at once to a solution of sodium borohydride (2.7 g., 0.07 mole) in dry diglyme (75 ml.). An exothermic reaction occurs with foaming and a rise in temperature to 55°. After 2 hours, the reaction mixture is cooled in an ice bath and 10% hydrochloric acid is added dropwise until the mixture is acidic to Congo Red. Water (250 ml.) is then added; the oily product is extracted into ether, washed wit... Solvent: C(C)#N (acetonitrile), C(C)#N (acetonitrile), C(C)#N (acetonitrile). Procedure details: 3-(4-Chlorophenylsulfanyl)-2-methyl-4-nitro-1H-indole (3.76 kg, 11.8 mol) and potassium carbonate (1.80 kg, 13.0 mol) were suspended in acetonitrile (32.7 kg). Water (0.53 kg) and a solution of ethyl bromoacetate (2.17 kg, 13.0 mol) in acetonitrile (5.75 kg) were added followed by an acetonitrile line rinse (2.97 kg). The mixture was heated at 50° C. for 6 hours then allowed to cool to 20° C. and held at this temperature overnight. Water (35.4 kg) was added to the reaction mixture and stirring c... Run at temperature 50 celsius, time 30 minute. The reactants are ClC1=CC=C(C=C1)SC1=C(NC2=CC=CC(=C12)[N+](=O)[O-])C (3-(4-Chlorophenylsulfanyl)-2-methyl-4-nitro-1H-indole), C([O-])([O-])=O.[K+].[K+] (potassium carbonate), O (Water), BrCC(=O)OCC (ethyl bromoacetate). As a reaction SMILES: [Cl:1][C:2]1[CH:7]=[CH:6][C:5]([S:8][C:9]2[C:17]3[C:12](=[CH:13][CH:14]=[CH:15][C:16]=3[N+:18]([O-:20])=[O:19])[NH:11][C:10]=2[CH3:21])=[CH:4][CH:3]=1.C(=O)([O-])[O-].[K+].[K+].O.Br[CH2:30][C:31]([O:33][CH2:34][CH3:35])=[O:32]>C(#N)C>[Cl:1][C:2]1[CH:3]=[CH:4][C:5]([S:8][C:9]2[C:17]3[C:12](=[CH:13][CH:14]=[CH:15][C:16]=3[N+:18]([O-:20])=[O:19])[N:11]([CH2:30][C:31]([O:33][CH2:34][CH3:35])=[O:32])[C:10]=2[CH3:21])=[CH:6][CH:7]=1 |f:1.2.3|. Product: ClC1=CC=C(C=C1)SC1=C(N(C2=CC=CC(=C12)[N+](=O)[O-])CC(=O)OCC)C ([3-(4-chlorophenylsulfanyl)-2-methyl-4-nitro-1H-indol-1-yl]acetic acid, ethyl ester). The reactants are CC1=NN2C(C(=CC=C2)[C@@H]2[C@H](C2)CNC(OC(C)(C)C)=O)=C1 (tert-butyl {[(1S,2S)-2-(2-methylpyrazolo[1,5-a]pyridin-4-yl)cyclopropyl]methyl}carbamate), Cl.CO (hydrochloric acid methanol). Run at time 15 hour. The product is Cl.Cl.CC1=NN2C(C(=CC=C2)[C@@H]2[C@H](C2)CN)=C1 (1-[(1S,2S)-2-(2-methylpyrazolo[1,5-a]pyridin-4-yl)cyclopropyl]methanamine dihydrochloride). RXN SMILES: [CH3:1][C:2]1[CH:22]=[C:5]2[C:6]([C@H:10]3[CH2:12][C@@H:11]3[CH2:13][NH:14]C(=O)OC(C)(C)C)=[CH:7][CH:8]=[CH:9][N:4]2[N:3]=1.[ClH:23].CO>CO>[ClH:23].[ClH:23].[CH3:1][C:2]1[CH:22]=[C:5]2[C:6]([C@H:10]3[CH2:12][C@@H:11]3[CH2:13][NH2:14])=[CH:7][CH:8]=[CH:9][N:4]2[N:3]=1 |f:1.2,4.5.6|. Reported procedure: To a solution of tert-butyl {[(1S,2S)-2-(2-methylpyrazolo[1,5-a]pyridin-4-yl)cyclopropyl]methyl}carbamate (1.84 g, 6.11 mmol) in methanol (6 mL) was added hydrochloric acid-methanol reagent (manufactured by TCI, 18 mL) solution, and the mixture was stirred at room temperature for 15 hr. The solvent was concentrated under reduced pressure to give the title compound (1.69 g, yield 100%). Yield: 100.0%. Solvent: CO (methanol). The reactants are ClC1=CC=C2C3=C(N4C2=C1CCN(CC4)C)CCC3 (6-chloro-3-methyl-2,3,4,5,10,11-hexahydro-1H,9H-cyclopenta[b][1,4]diazocino[7,8,1-hi]indole), C(#N)[BH3-].[Na+] (sodium cyanoborohydride). The solvent is C(C)(=O)O (acetic acid). Run at time 5 hour. The product is ClC1=CC=C2C3C(N4C2=C1CCN(CC4)C)CCC3 (6-Chloro-3-Methyl-2,3,4,5,9,10,11,11a-octahydro-1H,8bH-cyclopenta[b][1,4]diazocino[7,8,1-hi]indole). The yield is 32.7%. As a reaction SMILES: [Cl:1][C:2]1[C:10]2[CH2:11][CH2:12][N:13]([CH3:16])[CH2:14][CH2:15][N:8]3[C:9]=2[C:5]([C:6]2[CH2:19][CH2:18][CH2:17][C:7]=23)=[CH:4][CH:3]=1.C([BH3-])#N.[Na+]>C(O)(=O)C>[Cl:1][C:2]1[C:10]2[CH2:11][CH2:12][N:13]([CH3:16])[CH2:14][CH2:15][N:8]3[C:9]=2[C:5]([CH:6]2[CH2:19][CH2:18][CH2:17][CH:7]23)=[CH:4][CH:3]=1 |f:1.2|. Procedure details: To a solution of 6-chloro-3-methyl-2,3,4,5,10,11-hexahydro-1H,9H-cyclopenta[b][1,4]diazocino[7,8,1-hi]indole (0.20 g, 0.73 mmole) in acetic acid (50 mL) was added excess sodium cyanoborohydride (0.23 g, 3.65 mmole) and the reaction mixture was stirred at room temperature for 5 hours. The solvent was removed in vacuo and the residue was diluted with ethyl acetate (200 mL) and washed with saturated sodium bicarbonate (150 mL), saturated sodium chloride (150 mL), dried (sodium sulfate) and concentr... The reactants are COC=1C=CC=C2C=CC(=NC12)CO ((8-methoxyquinolin-2-yl)methanol), CN(C=O)C (N,N-dimethylformamide), S(=O)(Cl)Cl (sulfurous dichloride). Conditions: time 2 hour. Yields the product ClCC1=NC2=C(C=CC=C2C=C1)OC (2-(Chloromethyl)-8-methoxyquinoline). RXN SMILES: [CH3:1][O:2][C:3]1[CH:4]=[CH:5][CH:6]=[C:7]2[C:12]=1[N:11]=[C:10]([CH2:13]O)[CH:9]=[CH:8]2.CN(C)C=O.S(Cl)([Cl:22])=O>>[Cl:22][CH2:13][C:10]1[CH:9]=[CH:8][C:7]2[C:12](=[C:3]([O:2][CH3:1])[CH:4]=[CH:5][CH:6]=2)[N:11]=1. Procedure details: A mixture of (8-methoxyquinolin-2-yl)methanol (1.0 g, 5.3 mmol) and N,N-dimethylformamide (39 mg, 0.53 mmol) in sulfurous dichloride (20 mL) was stirred at room temperature for 2 h. The reaction mixture was concentrated and ice water was added. The pH of the aqueous layer was adjusted to 7 with 10 N sodium hydroxide solution. The mixture was extracted with DCM (30 mL×3). The combined organic phase was dried with anhydrous sodium sulfate, concentrated, and purified by column chromatography to giv... RXN SMILES: [CH:1]([O:14][C:15]([C:17]1[N:22]2[C:23](=[O:36])[C@@H:24]([NH:25][C:26](=[O:35])[CH2:27][CH2:28][C:29]3[CH:34]=[CH:33][CH:32]=[CH:31][CH:30]=3)[C@H:21]2[S:20][CH2:19][C:18]=1N1CCOCC1)=[O:16])([C:8]1[CH:13]=[CH:12][CH:11]=[CH:10][CH:9]=1)[C:2]1[CH:7]=[CH:6][CH:5]=[CH:4][CH:3]=1.C(Cl)Cl.C(O)(=O)C.[BH4-].[Na+]>C(O)C>[CH:1]([O:14][C:15]([C:17]1[N:22]2[C:23](=[O:36])[C@@H:24]([NH:25][C:26](=[O:35])[CH2:27][CH2:28][C:29]3[CH:30]=[CH:31][CH:32]=[CH:33][CH:34]=3)[C@H:21]2[S:20][CH2:19][CH:18]=1)=[O:16])([C:2]1[CH:3]=[CH:4][CH:5]=[CH:6][CH:7]=1)[C:8]1[CH:9]=[CH:10][CH:11]=[CH:12][CH:13]=1 |f:3.4|. The reactants are [BH4-].[Na+] (sodium borohydride), C(C1=CC=CC=C1)(C1=CC=CC=C1)OC(=O)C1=C(CS[C@H]2N1C([C@H]2NC(CCC2=CC=CC=C2)=O)=O)N2CCOCC2 (7β-benzylacetylamino-3-morpholino-3-cephem-4-carboxylic acid benzhydryl ester), C(Cl)Cl (methylene chloride), C(C)(=O)O (acetic acid), C(C)(=O)O (acetic acid). Yields the product C(C1=CC=CC=C1)(C1=CC=CC=C1)OC(=O)C1=CCS[C@H]2N1C([C@H]2NC(CCC2=CC=CC=C2)=O)=O (7β-benzylacetylamino-3-cephem-4-carboxylic acid benzhydryl ester). Reported procedure: 11.4 g (20 mmols) of 7β-benzylacetylamino-3-morpholino-3-cephem-4-carboxylic acid benzhydryl ester are dissolved in 50 ml of ethanol, 50 ml of methylene chloride and 50 ml of glacial acetic acid. The solution is cooled to 0° C. and then, with stirring and under nitrogen, 4.08 g (120 mmols) of sodium borohydride are added in 200 mg portions over 1 hour, with vigorous evolution of gas after each addition. When the addition is complete, the reaction mixture is cooled to room temperature and, after ... Run in C(C)O (ethanol). Reaction conditions: temperature 0 celsius. Procedure details: Preparation is carried out analogously to 4.1.a from 4-bromo-2-hydroxy-aniline and 4-hydroxybenzoic acid Yields the product BrC1=CC2=C(N=C(O2)C2=CC=C(C=C2)O)C=C1 (4-(6-bromo-benzoxazol-2-yl)-phenol). Starting materials: 4.1.a, BrC1=CC(=C(N)C=C1)O (4-bromo-2-hydroxy-aniline), OC1=CC=C(C(=O)O)C=C1 (4-hydroxybenzoic acid). As a reaction SMILES: [Br:1][C:2]1[CH:8]=[CH:7][C:5]([NH2:6])=[C:4]([OH:9])[CH:3]=1.[OH:10][C:11]1[CH:19]=[CH:18][C:14]([C:15](O)=O)=[CH:13][CH:12]=1>>[Br:1][C:2]1[CH:8]=[CH:7][C:5]2[N:6]=[C:15]([C:14]3[CH:18]=[CH:19][C:11]([OH:10])=[CH:12][CH:13]=3)[O:9][C:4]=2[CH:3]=1.